Dataset: the Open Reaction Database (ORD), a public repository of structured organic reaction records. Task: describe an organic reaction: reactants, conditions, products, and yield Reactants: COCCOC, COc1cc(B2OC(C)(C)C(C)(C)O2)ccc1NC(=O)c1cc2ccccc2n1C, Nc1ncnc2c1c(I)nn2-c1cc[n+]([O-])cc1, [Na+], [Na+], O=C([O-])[O-], O, [Pd], c1ccc(P(c2ccccc2)c2ccccc2)cc1, c1ccc(P(c2ccccc2)c2ccccc2)cc1, c1ccc(P(c2ccccc2)c2ccccc2)cc1, c1ccc(P(c2ccccc2)c2ccccc2)cc1. Product: COc1cc(-c2nn(-c3cc[n+]([O-])cc3)c3ncnc(N)c23)ccc1NC(=O)c1cc2ccccc2n1C. As a reaction SMILES: [CH2:55]([CH2:56][O:57][CH3:58])[O:59][CH3:60].[CH3:19][O:20][c:21]1[c:22]([NH:36][C:37](=[O:38])[c:39]2[n:40]([CH3:48])[c:41]3[cH:42][cH:43][cH:44][cH:45][c:46]3[cH:47]2)[cH:23][cH:24][c:25]([B:27]2[O:28][C:29]([CH3:30])([CH3:31])[C:32]([CH3:33])([CH3:34])[O:35]2)[cH:26]1.[NH2:1][c:2]1[c:3]2[c:4]([n:5][cH:6][n:7]1)[n:8](-[c:12]1[cH:13][cH:14][n+:15]([O-:18])[cH:16][cH:17]1)[n:9][c:10]2[I:11].[Na+:49].[Na+:50].[O-:51][C:52](=[O:53])[O-:54].[OH2:61].[Pd:62].[c:101]1([P:102]([c:103]2[cH:104][cH:105][cH:106][cH:107][cH:108]2)[c:109]2[cH:110][cH:111][cH:112][cH:113][cH:114]2)[cH:115][cH:116][cH:117][cH:118][cH:119]1.[c:120]1([P:121]([c:122]2[cH:123][cH:124][cH:125][cH:126][cH:127]2)[c:128]2[cH:129][cH:130][cH:131][cH:132][cH:133]2)[cH:134][cH:135][cH:136][cH:137][cH:138]1.[c:63]1([P:64]([c:65]2[cH:66][cH:67][cH:68][cH:69][cH:70]2)[c:71]2[cH:72][cH:73][cH:74][cH:75][cH:76]2)[cH:77][cH:78][cH:79][cH:80][cH:81]1.[c:82]1([P:83]([c:84]2[cH:85][cH:86][cH:87][cH:88][cH:89]2)[c:90]2[cH:91][cH:92][cH:93][cH:94][cH:95]2)[cH:96][cH:97][cH:98][cH:99][cH:100]1>>[NH2:1][c:2]1[c:3]2[c:4]([n:5][cH:6][n:7]1)[n:8](-[c:12]1[cH:13][cH:14][n+:15]([O-:18])[cH:16][cH:17]1)[n:9][c:10]2-[c:25]1[cH:24][cH:23][c:22]([NH:36][C:37](=[O:38])[c:39]2[n:40]([CH3:48])[c:41]3[cH:42][cH:43][cH:44][cH:45][c:46]3[cH:47]2)[c:21]([O:20][CH3:19])[cH:26]1. The reactants are COCCc1nc(-c2ccc(C(F)(F)F)nc2)ncc1CO, ClCCl, O=S(Cl)Cl. The product is COCCc1nc(-c2ccc(C(F)(F)F)nc2)ncc1CCl. Reaction SMILES: [CH3:1][O:2][CH2:3][CH2:4][c:5]1[n:6][c:7](-[c:13]2[cH:14][n:15][c:16]([C:19]([F:20])([F:21])[F:22])[cH:17][cH:18]2)[n:8][cH:9][c:10]1[CH2:11][OH:12].[Cl:27][CH2:28][Cl:29].[S:23]([Cl:24])([Cl:25])=[O:26]>>[CH3:1][O:2][CH2:3][CH2:4][c:5]1[n:6][c:7](-[c:13]2[cH:14][n:15][c:16]([C:19]([F:20])([F:21])[F:22])[cH:17][cH:18]2)[n:8][cH:9][c:10]1[CH2:11][Cl:25]. Starting materials: N1(CCOCC1)C(=O)C1(CCN(CC1)S(=O)(=O)CCC)C#N (4-(morpholin-4-ylcarbonyl)-1-(propylsulfonyl)piperidine-4-carbonitrile). Reagents/catalysts: [Ni] (Ni). Run in N.CO (NH3 MeOH). Yields the product N1(CCOCC1)C(=O)C1(CCN(CC1)S(=O)(=O)CCC)CN ({[4-(Morpholin-4-ylcarbonyl)-1-(propylsulfonyl)piperidin-4-yl]methyl}amine). Isolated yield 98.7%. As a reaction SMILES: [N:1]1([C:7]([C:9]2([C:21]#[N:22])[CH2:14][CH2:13][N:12]([S:15]([CH2:18][CH2:19][CH3:20])(=[O:17])=[O:16])[CH2:11][CH2:10]2)=[O:8])[CH2:6][CH2:5][O:4][CH2:3][CH2:2]1>N.CO.[Ni]>[N:1]1([C:7]([C:9]2([CH2:21][NH2:22])[CH2:14][CH2:13][N:12]([S:15]([CH2:18][CH2:19][CH3:20])(=[O:17])=[O:16])[CH2:11][CH2:10]2)=[O:8])[CH2:6][CH2:5][O:4][CH2:3][CH2:2]1 |f:1.2|. Procedure: A mixture of 4-(morpholin-4-ylcarbonyl)-1-(propylsulfonyl)piperidine-4-carbonitrile (I-4) (3.29 g, 10 mmole) and Raney Ni (2 g) in 2M NH3-MeOH (100 mL) was hydrogenated (55 psi) overnight at room temperature. Next morning, LCMS indicated that the hydrogenation was completion. Raney Ni was filtered and washed with MeOH (5×60 mL). The collected MeOH solution was concentrated to afford the title amine (I-5) (3.29 g, 99%) as a white solid. Analytical LCMS: single peak (214 nm), 1.723 min. Reactants: CNC=1C(C(=O)O)=CC=CC1 (N-methyl anthranilic acid), CCO (EtOH). Product: OC1=CC(N(C2=CC=CC=C12)C)=O (4-Hydroxy-1-methyl carbostyril). RXN SMILES: [CH3:1][NH:2][C:3]1[C:4](=[CH:8][CH:9]=[CH:10][CH:11]=1)[C:5](O)=[O:6].[CH3:12][CH2:13][OH:14]>>[OH:6][C:5]1[C:4]2[C:3](=[CH:11][CH:10]=[CH:9][CH:8]=2)[N:2]([CH3:1])[C:13](=[O:14])[CH:12]=1. Reported procedure: This was prepared from N-methyl anthranilic acid (22.04g. 0.146 mole) as described in Example 30a., m.p. (EtOH) 270°-273° C. (Found; C, 68.59; H, 5.44; N, 7.73; C10H9NO2 requires; C, 58.56; H, 5.18; N, 8.00%). Reactants: C(C1=CC=CC=C1)OC1=C(C=CC(=C1)OCC1=CC=CC=C1)C1=C(C2=C(N1)C=C(S2)C(=O)OC)C2C=CCCC2 (methyl 5-(2,4-bisbenzyloxyphenyl)-6-(cyclohex-2-enyl)-4H-thieno[3,2-b]pyrrole-2-carboxylate). Procedure: To a solution of methyl 5-(2,4-bisbenzyloxyphenyl)-6-(cyclohex-2-enyl)-4H-thieno[3,2-b]pyrrole-2-carboxylate in a mixture of methanol (6 ml) and tetrahydrofuran (16 ml) was added 20% palladium hydroxide/carbon (400 mg, 0.74 mmol). After stirring for 13 hr under hydrogen atmosphere (3.4 atm) at room temperature, the reaction mixture was filtered through celite, and the filtrate was concentrated. The precipitated solid was collected by filtration. The solid was washed with diisopropyl ether (5 ml×... The yield is 82.0%. RXN SMILES: [CH2:1]([O:8][C:9]1[CH:14]=[C:13]([O:15][CH2:16][C:17]2[CH:22]=[CH:21][CH:20]=[CH:19][CH:18]=2)[CH:12]=[CH:11][C:10]=1[C:23]1[NH:27][C:26]2[CH:28]=[C:29]([C:31]([O:33][CH3:34])=[O:32])[S:30][C:25]=2[C:24]=1[CH:35]1[CH2:40][CH2:39][CH2:38][CH:37]=[CH:36]1)[C:2]1[CH:7]=[CH:6][CH:5]=[CH:4][CH:3]=1>CO.O1CCCC1.[OH-].[OH-].[Pd+2]>[CH2:1]([O:8][C:9]1[CH:14]=[C:13]([O:15][CH2:16][C:17]2[CH:22]=[CH:21][CH:20]=[CH:19][CH:18]=2)[CH:12]=[CH:11][C:10]=1[C:23]1[NH:27][C:26]2[CH:28]=[C:29]([C:31]([O:33][CH3:34])=[O:32])[S:30][C:25]=2[C:24]=1[CH:35]1[CH2:40][CH2:39][CH2:38][CH2:37][CH2:36]1)[C:2]1[CH:7]=[CH:6][CH:5]=[CH:4][CH:3]=1 |f:3.4.5|. Solvent: CO (methanol), O1CCCC1 (tetrahydrofuran). Reaction conditions: time 13 hour. Reagents/catalysts: [OH-].[OH-].[Pd+2] (palladium hydroxide/carbon). Product: C(C1=CC=CC=C1)OC1=C(C=CC(=C1)OCC1=CC=CC=C1)C1=C(C2=C(N1)C=C(S2)C(=O)OC)C2CCCCC2 (methyl 5-(2,4-bisbenzyloxyphenyl)-6-cyclohexyl-4H-thieno[3,2-b]pyrrole-2-carboxylate).